describe an organic reaction: reactants, conditions, products, and yield From a dataset of the Open Reaction Database (ORD), a public repository of structured organic reaction records. Reaction SMILES: [NH:1]1[CH2:6][CH2:5][C:4]2([O:11][C:10]3[C:12]4[C:17]([C:18](=[O:21])[C:19](=[O:20])[C:9]=3[S:8][CH2:7]2)=[CH:16][CH:15]=[CH:14][CH:13]=4)[CH2:3][CH2:2]1.[C:22]1([C:34](O)=[O:35])[C:32]2=[C:33]3[C:28](=[CH:29][CH:30]=[CH:31]2)[CH2:27][CH2:26][CH2:25][N:24]3[CH:23]=1>>[C:22]1([C:34]([N:1]2[CH2:2][CH2:3][C:4]3([O:11][C:10]4[C:12]5[C:17]([C:18](=[O:21])[C:19](=[O:20])[C:9]=4[S:8][CH2:7]3)=[CH:16][CH:15]=[CH:14][CH:13]=5)[CH2:5][CH2:6]2)=[O:35])[C:32]2=[C:33]3[C:28](=[CH:29][CH:30]=[CH:31]2)[CH2:27][CH2:26][CH2:25][N:24]3[CH:23]=1. Yields the product C1(=CN2CCCC3=CC=CC1=C23)C(=O)N2CCC3(CC2)CSC2=C(O3)C3=CC=CC=C3C(C2=O)=O (1′-(5,6-dihydro-4H-pyrrolo[3,2,1-ij]quinolin-1-ylcarbonyl)spiro[naphtho[1,2-b][1,4]oxathiine-2,4′-piperidine]-5,6-dione). Reactants: N1CCC2(CC1)CSC1=C(O2)C2=CC=CC=C2C(C1=O)=O (spiro[naphtho[1,2-b][1,4]oxathiine-2,4′-piperidine]-5,6-dione), C1(=CN2CCCC3=CC=CC1=C23)C(=O)O (5,6-dihydro-4H-pyrrolo[3,2,1-ij]quinoline-1-carboxylic acid). Procedure details: Compound 73 was synthesized using spiro[naphtho[1,2-b][1,4]oxathiine-2,4′-piperidine]-5,6-dione, 5,6-dihydro-4H-pyrrolo[3,2,1-ij]quinoline-1-carboxylic acid conditions outlined in procedure O. M.p.=265-267° C.; 400 MHz 1H NMR (DMSO-d6) δ: 7.92 (dd, J=0.78, 7.4 Hz, 2H), 7.76-7.80 (m, 2H), 7.59 (t, J=7.4 Hz, 1H), 7.49 (d, J=8.2 Hz, 1H), 7.05 (t, J=7.8 Hz, 1H), 6.93 (d, J=7.0 Hz, 1H), 4.22 (m, 4H), 3.45 (t, J=11.4 Hz, 2H), 3.16 (s, 2H), 2.95 (t, J=5.8 Hz, 2H), 2.06-2.16 (m, 4H), 1.87 (m 2H); LCMS=4... The yield is 4.1%. The product is C(C)OC([C@@H](NC([C@H]1N(CCC1)C(=O)OCC1=CC=CC=C1)=O)CC(C)C)=O (N-(N-benzyloxycarbonyl-L-prolyl)-L-leucine ethyl ester). The reactants are C(C1=CC=CC=C1)OC(=O)N1[C@H](C(=O)O)CCC1 (N-Benzyloxycarbonyl-L-proline), C1(=CC=C(C=C1)S(=O)(=O)ON=C(C(=O)OCC)C#N)C (ethyl 2-(p-toluenesulfonyloxyimino)-2-cyanoacetate), Cl.C(C)OC([C@@H](N)CC(C)C)=O (L-leucine ethyl ester hydrochloride), C(Cl)(Cl)Cl (chloroform). Reported procedure: N-Benzyloxycarbonyl-L-proline (1.25 g) and L-leucine ethyl ester hydrochloride (1.0 g) are suspended into chloroform (10 ml), and therein is dissolved triethylamine (1.4 ml). To the solution is added ethyl 2-(p-toluenesulfonyloxyimino)-2-cyanoacetate (1.5 g) and the mixture is stirred at room temperature for 16 hours. After reaction, the reaction mixture is extracted with ethyl acetate. The exatract is washed with water, 1 N aqueous sodium hydrogen carbonate, water, 1 N hydrochloric acid and wat... Reaction conditions: time 16 hour. As a reaction SMILES: [CH2:1]([O:8][C:9]([N:11]1[CH2:18][CH2:17][CH2:16][C@H:12]1[C:13]([OH:15])=O)=[O:10])[C:2]1[CH:7]=[CH:6][CH:5]=[CH:4][CH:3]=1.Cl.[CH2:20]([O:22][C:23](=[O:30])[C@H:24]([CH2:26][CH:27]([CH3:29])[CH3:28])[NH2:25])[CH3:21].C(Cl)(Cl)Cl.C1(C)C=CC(S(ON=C(C#N)C(OCC)=O)(=O)=O)=CC=1>C(N(CC)CC)C>[CH2:20]([O:22][C:23](=[O:30])[C@H:24]([CH2:26][CH:27]([CH3:29])[CH3:28])[NH:25][C:13](=[O:15])[C@@H:12]1[CH2:16][CH2:17][CH2:18][N:11]1[C:9]([O:8][CH2:1][C:2]1[CH:3]=[CH:4][CH:5]=[CH:6][CH:7]=1)=[O:10])[CH3:21] |f:1.2|. The solvent is C(C)N(CC)CC (triethylamine). As a reaction SMILES: Br[C:2]1[CH:3]=[C:4]2[C:9](=[CH:10][CH:11]=1)[N:8]=[C:7]([NH:12][C@@H:13]([C:15]1[CH:20]=[CH:19][CH:18]=[C:17]([N:21]3[CH2:26][CH2:25][N:24]([CH3:27])[CH2:23][CH2:22]3)[CH:16]=1)[CH3:14])[CH:6]=[N:5]2.[C:28]([N:35]1[CH:39]=[C:38](B2OC(C)(C)C(C)(C)O2)[CH:37]=[N:36]1)([O:30][C:31]([CH3:34])([CH3:33])[CH3:32])=[O:29].C(=O)([O-])[O-].[Cs+].[Cs+].[I-].[K+]>O1CCOCC1.C(OCC)(=O)C>[C:31]([O:30][C:28]([N:35]1[CH:39]=[C:38]([C:2]2[CH:3]=[C:4]3[C:9](=[CH:10][CH:11]=2)[N:8]=[C:7]([NH:12][C@@H:13]([C:15]2[CH:20]=[CH:19][CH:18]=[C:17]([N:21]4[CH2:22][CH2:23][N:24]([CH3:27])[CH2:25][CH2:26]4)[CH:16]=2)[CH3:14])[CH:6]=[N:5]3)[CH:37]=[N:36]1)=[O:29])([CH3:34])([CH3:32])[CH3:33] |f:2.3.4,5.6|. Run at temperature 105 celsius. Reported procedure: A mixture of (6-Bromo-quinoxalin-2-yl)-{(R)-1-[3-(4-methyl-piperazin-1-yl)-phenyl]ethyl}-amine (0.250 g, 1 eq., 0.588 mmol), 1-Boc-4-pyrazole boronic acid pinacol ester (0.190 g, 1.1 eq., 0.647 mmol), caesium carbonate (0.764 g, 4.0 eq., 2.35 mmol) and potassium iodide (0.010 g, 0.1 eq., 0.00588 mmol) in 1,4-dioxane (15 mL) was degassed at RT under vacuum and placed under an atmosphere of nitrogen. The process was repeated twice and Fu's catalyst (Bis(tri-tert-butylphosphine)palladium(0)) (0.015... Solvent: O1CCOCC1 (1,4-dioxane), C(C)(=O)OCC (ethyl acetate). Reactants: BrC=1C=C2N=CC(=NC2=CC1)N[C@H](C)C1=CC(=CC=C1)N1CCN(CC1)C ((6-Bromo-quinoxalin-2-yl)-{(R)-1-[3-(4-methyl-piperazin-1-yl)-phenyl]ethyl}-amine), C(=O)(OC(C)(C)C)N1N=CC(=C1)B1OC(C)(C)C(C)(C)O1 (1-Boc-4-pyrazole boronic acid pinacol ester), C([O-])([O-])=O.[Cs+].[Cs+] (caesium carbonate), [I-].[K+] (potassium iodide). Yields the product C(C)(C)(C)OC(=O)N1N=CC(=C1)C=1C=C2N=CC(=NC2=CC1)N[C@H](C)C1=CC(=CC=C1)N1CCN(CC1)C (4-(2-{(R)-1-[3-(4-Methyl-piperazin-1-yl)-phenyl]-ethylamino}-quinoxalin-6-yl)-pyrazole-1-carboxylic acid tert-butyl ester). The reactants are 5-chloro-3-(N-t-butoxycarbonyl-2-S)-pyrrolidinylmethoxy, ClC=1C=C(C=NC1)OC[C@H]1N(CCC1)C (5-chloro-3-((1-methyl-2-(S)-pyrrolidinyl)methoxy)pyridine), N1=CC=CC=C1 (pyridine), ClC=1C=C(C=NC1)OC[C@@H]1N(CCC1)C(=O)OC(C)(C)C (5-chloro-3-(N-t-butoxycarbonyl-2-(R)-pyrrolidinylmethoxy)pyridine), ( R )-isomer. Solvent: CO.C(Cl)(Cl)Cl (MeOH CHCl3). The product is ClC=1C=C(C=NC1)OC[C@@H]1N(CCC1)C (5-chloro-3-((1-methyl-2-(R)-pyrrolidinyl)methoxy)pyridine). RXN SMILES: N1C=CC=CC=1.[Cl:7][C:8]1[CH:9]=[C:10]([O:14][CH2:15][C@H:16]2[CH2:20][CH2:19][CH2:18][N:17]2[C:21](OC(C)(C)C)=O)[CH:11]=[N:12][CH:13]=1.ClC1C=C(OC[C@@H]2CCCN2C)C=NC=1>CO.C(Cl)(Cl)Cl>[Cl:7][C:8]1[CH:9]=[C:10]([O:14][CH2:15][C@H:16]2[CH2:20][CH2:19][CH2:18][N:17]2[CH3:21])[CH:11]=[N:12][CH:13]=1 |f:3.4|. Reported procedure: Following the procedure of Example 16a, replacing the 5-chloro-3-(N-t-butoxycarbonyl-2-S)-pyrrolidinylmethoxy)pyridine thereof with 5-chloro-3-(N-t-butoxycarbonyl-2-(R)-pyrrolidinylmethoxy)pyridine (prepared from the (R)-isomer of the starting material following the procedure of Example 15a), the tide compound was prepared. TLC Rf =0.23 (10% MeOH/CHCl3). MS and 1H NMR (CDCl3, 300 MHz) are similar to 16a. Starting materials: CO, CN(C)c1c[nH]c2ncc([N+](=O)[O-])cc12, CCOC(C)=O, [H][H]. Yields the product CN(C)c1c[nH]c2ncc(N)cc12. Reaction SMILES: [CH3:18][OH:19].[CH3:1][N:2]([c:3]1[cH:4][nH:5][c:6]2[n:7][cH:8][c:9]([N+:12]([O-:13])=[O:14])[cH:10][c:11]12)[CH3:15].[CH3:20][CH2:21][O:22][C:23]([CH3:24])=[O:25].[H:16][H:17]>>[CH3:1][N:2]([c:3]1[cH:4][nH:5][c:6]2[n:7][cH:8][c:9]([NH2:12])[cH:10][c:11]12)[CH3:15]. Starting materials: C(C)OC=1C=C(C(=O)N)C=CC1OCC (3,4-diethoxybenzamide), BrCC(CCC(=O)OC)=O (methyl 5-bromo-4-oxopentanoate). Solvent: CN(C=O)C (dimethylformamide). Reaction conditions: temperature 130 celsius, time 16 hour. Product: C(C)OC=1C=C(C=CC1OCC)C=1OC=C(N1)CCC(=O)OC (methyl 3-[2-(3,4-diethoxyphenyl)oxazol-4-yl]propionate). As a reaction SMILES: [CH2:1]([O:3][C:4]1[CH:5]=[C:6]([CH:10]=[CH:11][C:12]=1[O:13][CH2:14][CH3:15])[C:7]([NH2:9])=[O:8])[CH3:2].Br[CH2:17][C:18](=O)[CH2:19][CH2:20][C:21]([O:23][CH3:24])=[O:22]>CN(C)C=O>[CH2:1]([O:3][C:4]1[CH:5]=[C:6]([C:7]2[O:8][CH:17]=[C:18]([CH2:19][CH2:20][C:21]([O:23][CH3:24])=[O:22])[N:9]=2)[CH:10]=[CH:11][C:12]=1[O:13][CH2:14][CH3:15])[CH3:2]. Procedure details: A 40 g quantity of 3,4-diethoxybenzamide and 80 g of methyl 5-bromo-4-oxopentanoate (containing about 35% of methyl 3-bromo-4-oxopentanoate) were added to 400 ml of dimethylformamide, and the mixture was stirred at 130° C. for 16 hours. The reaction mixture was concentrated under reduced pressure and diluted with ethyl acetate. Ethyl acetate (500 ml) and saturated sodium bicarbonate solution (500 ml) were gradually added with stirring, and stirring was continued. The organic layer was dried over...